This data is from the Open Reaction Database (ORD), a public repository of structured organic reaction records. The task is: describe an organic reaction: reactants, conditions, products, and yield Reactants: NC1=NC=NC(=C1C=1C=C(C(=O)OC)C=C(C1)O)N[C@@H](C)C1=NN2C(C(N1C1=CC=CC=C1)=O)=C(C=C2)C ((S)-Methyl 3-(4-amino-6-((1-(5-methyl-4-oxo-3-phenyl-3,4-dihydropyrrolo[2,1-f][1,2,4]triazin-2-yl)ethyl)amino)pyrimidin-5-yl)-5-hydroxybenzoate), [OH-].[Li+] (Lithium hydroxide). The solvent is O1CCCC1 (tetrahydrofuran), O (water). Run at temperature 50 celsius, time 4 hour. Yields the product NC1=NC=NC(=C1C=1C=C(C(=O)O)C=C(C1)O)N[C@@H](C)C1=NN2C(C(N1C1=CC=CC=C1)=O)=C(C=C2)C ((S)-3-(4-Amino-6-((1-(5-methyl-4-oxo-3-phenyl-3,4-dihydropyrrolo[2,1-f][1,2,4]triazin-2-yl)ethyl)amino)pyrimidin-5-yl)-5-hydroxybenzoic acid). Isolated yield 71.8%. As a reaction SMILES: [NH2:1][C:2]1[C:7]([C:8]2[CH:9]=[C:10]([CH:15]=[C:16]([OH:18])[CH:17]=2)[C:11]([O:13]C)=[O:12])=[C:6]([NH:19][C@H:20]([C:22]2[N:27]([C:28]3[CH:33]=[CH:32][CH:31]=[CH:30][CH:29]=3)[C:26](=[O:34])[C:25]3=[C:35]([CH3:38])[CH:36]=[CH:37][N:24]3[N:23]=2)[CH3:21])[N:5]=[CH:4][N:3]=1.[OH-].[Li+]>O1CCCC1.O>[NH2:1][C:2]1[C:7]([C:8]2[CH:9]=[C:10]([CH:15]=[C:16]([OH:18])[CH:17]=2)[C:11]([OH:13])=[O:12])=[C:6]([NH:19][C@H:20]([C:22]2[N:27]([C:28]3[CH:33]=[CH:32][CH:31]=[CH:30][CH:29]=3)[C:26](=[O:34])[C:25]3=[C:35]([CH3:38])[CH:36]=[CH:37][N:24]3[N:23]=2)[CH3:21])[N:5]=[CH:4][N:3]=1 |f:1.2|. Reported procedure: (S)-Methyl 3-(4-amino-6-((1-(5-methyl-4-oxo-3-phenyl-3,4-dihydropyrrolo[2,1-f][1,2,4]triazin-2-yl)ethyl)amino)pyrimidin-5-yl)-5-hydroxybenzoate (35 mg, 0.07 mmol) was dissolved in 5 mL tetrahydrofuran. Lithium hydroxide in 5 mL water was added and the mixture was stirred at 50° C. for 4 h. The solvent was evaporated and the residue was re-dissolved in dichloromethane. The aqueous phase was acidified with 2N hydrochloric acid. The aqueous was further extracted with dichloromethane and was washed ...